This data is from the Open Reaction Database (ORD), a public repository of structured organic reaction records. The task is: describe an organic reaction: reactants, conditions, products, and yield Reaction SMILES: [Br:6][CH2:7][c:8]1[c:9]([Cl:22])[c:10]([C:11](=[O:12])[O:13][CH3:14])[cH:15][cH:16][c:17]1[S:18](=[O:19])(=[O:20])[CH3:21].[CH3:24][C:25]([O-:26])=[O:27].[Na+:23].[O:1]=[CH:2][N:3]([CH3:4])[CH3:5].[OH2:28]>>[CH2:7]([c:8]1[c:9]([Cl:22])[c:10]([C:11](=[O:12])[O:13][CH3:14])[cH:15][cH:16][c:17]1[S:18](=[O:19])(=[O:20])[CH3:21])[O:27][C:25]([CH3:24])=[O:26]. Starting materials: COC(=O)c1ccc(S(C)(=O)=O)c(CBr)c1Cl, CC(=O)[O-], [Na+], CN(C)C=O, O. Product: COC(=O)c1ccc(S(C)(=O)=O)c(COC(C)=O)c1Cl. Starting materials: C(C)(=O)NCC1CN(C1)C(C1=CC=CC=C1)C1=CC=CC=C1 (3-acetylaminomethyl-1benzhydrylazetidine), Cl (hydrochloric acid). The reagents and catalysts are [Pd] (Pd/C). The solvent is C(C)O (ethanol). Product: C(C)(=O)NC1CNCC1 (3-Acetylaminopyrrolidine). The yield is 89.0%. RXN SMILES: [C:1]([NH:4][CH2:5][CH:6]1[CH2:9][N:8]([CH:10](C2C=CC=CC=2)C2C=CC=CC=2)C1)(=[O:3])[CH3:2].Cl>[Pd].C(O)C>[C:1]([NH:4][CH:5]1[CH2:6][CH2:9][NH:8][CH2:10]1)(=[O:3])[CH3:2]. Procedure: A mixture of 12.5 g (0.057 mol) of the compound obtained in stage c) above, 1.3 g of 10% Pd/C, 80 ml of 95% ethanol and a drop of concentrated hydrochloric acid is hydrogenated at 40° C. When the theoretical quantity of hydrogen has been consumed, it is filtered and the filtrate is concentrated to obtain 6.5 g of the title compound in the form of an oily product. The reactants are C(C=C)C(C(=O)OC)(C(=O)OC)C(CC1=C(C=CC=C1C(F)(F)F)N)C1=CC=C(C=C1)OC (α-(2-Propenyl)-[2-(2-amino-6-trifluoromethylphenyl)-1-(4-methoxyphenyl)ethyl]propanedioic acid, dimethyl ester), C[O-].[Na+] (sodium methoxide), CN(C=O)C (dimethylformamide), Cl (Hydrochloric acid). Run in CO (methanol), CO (methanol). The product is COC(=O)C1(C(NC2=C(CC1C1=C(C=CC=C1)OC)C(=CC=C2)C(F)(F)F)=O)CC=C (1,3,4,5-Tetrahydro-3-(methoxycarbonyl)-4-(methoxyphenyl)-3-(2-propenyl)-6-(trifluoromethyl)-2H-1-benzazepin-2-one). RXN SMILES: [CH2:1]([C:4]([CH:13]([C:26]1[CH:31]=[CH:30][C:29](OC)=[CH:28][CH:27]=1)[CH2:14][C:15]1[C:20]([C:21]([F:24])([F:23])[F:22])=[CH:19][CH:18]=[CH:17][C:16]=1[NH2:25])([C:9]([O:11][CH3:12])=[O:10])[C:5]([O:7]C)=O)[CH:2]=[CH2:3].C[O-].[Na+].CN(C)[CH:39]=[O:40].Cl>CO>[CH3:12][O:11][C:9]([C:4]1([CH2:1][CH:2]=[CH2:3])[CH:13]([C:26]2[CH:31]=[CH:30][CH:29]=[CH:28][C:27]=2[O:40][CH3:39])[CH2:14][C:15]2[C:20]([C:21]([F:23])([F:24])[F:22])=[CH:19][CH:18]=[CH:17][C:16]=2[NH:25][C:5]1=[O:7])=[O:10] |f:1.2|. Procedure details: α-(2-Propenyl)-[2-(2-amino-6-trifluoromethylphenyl)-1-(4-methoxyphenyl)ethyl]propanedioic acid, dimethyl ester (9.03 g; 19.4 mmole) and a 25% (by weight) sodium methoxide in methanol solution (20.5 ml; 89.5 mmole; d=0.945; 4.6 eq.) in methanol (100 ml) and dry dimethylformamide (100 ml) were refluxed (~95° C. for four hours. 1N Hydrochloric acid was added with stirring, producing a precipitate that was collected by suction-filtration, washed with water (three times) and dried in vacuo giving ~10... Starting materials: [Si](C)(C)(C(C)(C)C)O[C@H]1[C@@H](O[C@@H]([C@H]1O[Si](C)(C)C(C)(C)C)C)N1C(=O)N=C(N)C(=C1)I (5′-deoxy-2′,3′-bis-O-(tert-butyldimethylsilyl)-5-iodocytidine), C(Cl)Cl (CH2Cl2), N,N-dimethylamino-pyridine, ClC(=O)OCCCCC (n-pentyl chloroformate). Run at time 30 minute. The product is [Si](C)(C)(C(C)(C)C)O[C@H]1[C@@H](O[C@@H]([C@H]1O[Si](C)(C)C(C)(C)C)C)N1C(=O)N=C(NC(=O)OCCCCC)C(=C1)I (2′,3′-bis-O-(tert-butyldimethylsilyl)-5′-deoxy-5-iodo-N4-(n-pentyloxycarbonyl)cytidine). The yield is 91.0%. As a reaction SMILES: [Si:1]([O:8][C@@H:9]1[C@H:13]([O:14][Si:15]([C:18]([CH3:21])([CH3:20])[CH3:19])([CH3:17])[CH3:16])[C@@H:12]([CH3:22])[O:11][C@H:10]1[N:23]1[CH:30]=[C:29]([I:31])[C:27]([NH2:28])=[N:26][C:24]1=[O:25])([C:4]([CH3:7])([CH3:6])[CH3:5])([CH3:3])[CH3:2].C(Cl)Cl.Cl[C:36]([O:38][CH2:39][CH2:40][CH2:41][CH2:42][CH3:43])=[O:37]>>[Si:1]([O:8][C@@H:9]1[C@H:13]([O:14][Si:15]([C:18]([CH3:20])([CH3:21])[CH3:19])([CH3:17])[CH3:16])[C@@H:12]([CH3:22])[O:11][C@H:10]1[N:23]1[CH:30]=[C:29]([I:31])[C:27]([NH:28][C:36]([O:38][CH2:39][CH2:40][CH2:41][CH2:42][CH3:43])=[O:37])=[N:26][C:24]1=[O:25])([C:4]([CH3:5])([CH3:6])[CH3:7])([CH3:3])[CH3:2]. Procedure details: To a stirred solution of 5′-deoxy-2′,3′-bis-O-(tert-butyldimethylsilyl)-5-iodocytidine (116 mg, 0.200 mmol) in CH2Cl2 (2 ml) pyridine (84 μl, 1.00 mmol), N,N-dimethylamino-pyridine (6 mg, 0.05 mmol), and n-pentyl chloroformate (95 μl, 0.600 mmol) was added at room temperature under Ar. After stirring for 30 minutes, the reaction mixture was partitioned with dichloromethane and water and the organic phase was separated and the water phase was extracted with CH2Cl2 (15 ml×4). The combined organic ... Reactants: C(C)(=O)C=1C=NC2=CC=C(N=C2C1N[C@@H]1CC[C@H](CC1)NC(C(C)NC(OC(C)(C)C)=O)=O)C1=CC(=C(C(=C1)Cl)O)Cl (tert-butyl 1-{trans-4-[3-acetyl-6-(3,5-dichloro-4-hydroxyphenyl)-1,5-naphthyridin-4-ylamino]cyclohexylamino}-1-oxopropan-2-ylcarbamate), Cl (HCl). Yields the product Cl.Cl.C(C)(=O)C=1C=NC2=CC=C(N=C2C1N[C@@H]1CC[C@H](CC1)NC(C(C)N)=O)C1=CC(=C(C(=C1)Cl)O)Cl (N-{trans-4-[3-Acetyl-6-(3,5-dichloro-4-hydroxyphenyl)-1,5-naphthyridin-4-ylamino]-cyclohexyl}-2-aminopropanamide dihydrochloride). The yield is 41.0%. Reaction SMILES: [C:1]([C:4]1[CH:5]=[N:6][C:7]2[C:12]([C:13]=1[NH:14][C@H:15]1[CH2:20][CH2:19][C@H:18]([NH:21][C:22](=[O:33])[CH:23]([NH:25]C(=O)OC(C)(C)C)[CH3:24])[CH2:17][CH2:16]1)=[N:11][C:10]([C:34]1[CH:39]=[C:38]([Cl:40])[C:37]([OH:41])=[C:36]([Cl:42])[CH:35]=1)=[CH:9][CH:8]=2)(=[O:3])[CH3:2].[ClH:43]>>[ClH:40].[ClH:43].[C:1]([C:4]1[CH:5]=[N:6][C:7]2[C:12]([C:13]=1[NH:14][C@H:15]1[CH2:20][CH2:19][C@H:18]([NH:21][C:22](=[O:33])[CH:23]([NH2:25])[CH3:24])[CH2:17][CH2:16]1)=[N:11][C:10]([C:34]1[CH:35]=[C:36]([Cl:42])[C:37]([OH:41])=[C:38]([Cl:40])[CH:39]=1)=[CH:9][CH:8]=2)(=[O:3])[CH3:2] |f:2.3.4|. Procedure details: Following general procedure IV-1, crude tert-butyl 1-{trans-4-[3-acetyl-6-(3,5-dichloro-4-hydroxyphenyl)-1,5-naphthyridin-4-ylamino]cyclohexylamino}-1-oxopropan-2-ylcarbamate (0.13 mmol) was reacted with HCl (5 mL, 2 M in ether) to afford the desired product (32 mg, 41% over two steps) as a brown solid: 1H NMR (500 MHz, CD3OD) δ 9.14 (s, 1H), 8.45 (d, J=8.5 Hz, 1H), 8.34 (d, J=8.5 Hz, 1H), 8.10 (s, 2H), 5.65-5.55 (m, 1H), 3.90 (q, J=6.9 Hz, 1H), 3.85-3.76 (m, 1H), 2.76 (s, 3H), 2.50-2.39 (m, 2H)... The reactants are CC(C)(CCCCCBr)O[Si](C)(C)C, CO. The product is CC(C)(O)CCCCCBr. Reaction SMILES: [Br:1][CH2:2][CH2:3][CH2:4][CH2:5][CH2:6][C:7]([CH3:8])([O:9][Si:10]([CH3:11])([CH3:12])[CH3:13])[CH3:14].[CH3:15][OH:16]>>[Br:1][CH2:2][CH2:3][CH2:4][CH2:5][CH2:6][C:7]([CH3:8])([OH:9])[CH3:14].